From a dataset of the Open Reaction Database (ORD), a public repository of structured organic reaction records. describe an organic reaction: reactants, conditions, products, and yield Reactants: BrCCBr (1,2-dibromoethane), ClCCCCCl (1,4-dichlorobutane), [Mg] (magnesium), S(O)(O)(=O)=O (sulfuric acid), ClCCCCCl (1,4-dichlorobutane), CN(CCN(C)C)C (tetramethylethylenediamine), C(=O)=O (CO2), C1(=CC=CC=C1)[C@@H](C)N1C(N([C@H]2[C@@H]1CSC2=O)CC2=CC=CC=C2)=O ((3aS,6aR)-1-[(R)-(1-phenylethyl)]-3-benzyl-dihydro-1H-thieno[3,4-d]imidazol-2,4(3H,3aH)-dione). Solvent: O1CCCC1 (tetrahydrofuran), O1CCCC1 (tetrahydrofuran), O1CCCC1 (tetrahydrofuran), O1CCCC1 (tetrahydrofuran), O1CCCC1 (tetrahydrofuran). Conditions: time 3 hour. Product: C1(=CC=CC=C1)[C@@H](C)N1C(N([C@H]2[C@@H]1CSC2=C(C(=O)O)CCC)CC2=CC=CC=C2)=O ((3aS,6aR)-hexahydro-1-[(R)-(1-phenylethyl)]-2-oxo-3-benzylthieno[3,4-d]imidazol-4-ylidene pentanoic acid). The yield is 89.3%. RXN SMILES: [Mg].BrCCBr.Cl[CH2:7][CH2:8][CH2:9][CH2:10]Cl.CN(C)CCN(C)C.[C:20]1([C@H:26]([N:28]2[C@H:32]3[CH2:33][S:34][C:35](=O)[C@H:31]3[N:30]([CH2:37][C:38]3[CH:43]=[CH:42][CH:41]=[CH:40][CH:39]=3)[C:29]2=[O:44])[CH3:27])[CH:25]=[CH:24][CH:23]=[CH:22][CH:21]=1.[C:45](=[O:47])=[O:46].S(=O)(=O)(O)O>O1CCCC1>[C:20]1([C@H:26]([N:28]2[C@H:32]3[CH2:33][S:34][C:35](=[C:7]([CH2:8][CH2:9][CH3:10])[C:45]([OH:47])=[O:46])[C@H:31]3[N:30]([CH2:37][C:38]3[CH:39]=[CH:40][CH:41]=[CH:42][CH:43]=3)[C:29]2=[O:44])[CH3:27])[CH:21]=[CH:22][CH:23]=[CH:24][CH:25]=1. Procedure: 8.6 g of magnesium chips was placed in 75 ml of tetrahydrofuran. Then a mixture of 3.2 g of 1,2-dibromoethane and 2.5 g of 1,4-dichlorobutane in 35 ml of tetrahydrofuran was added within 15 minutes so that the temperature could be kept between 30° and 35° C. Then another b 20.5 g of 1,4-dichlorobutane in 75 ml of tetrahydrofuran was added within 30 minutes. The reaction mixture was stirred for 3 hours at this temperature and then mixed with 9 g of tetramethylethylenediamine and 180 ml of tetrahy... Starting materials: Cl.C(C)(C)(C)OC([C@@H](N)CC1=CC=CC=C1)=O (L-phenylalanine t-butyl ester hydrochloride), COC1=C(C(=C(C(=C1)C)S(=O)(=O)Cl)C)C (4-methoxy-2,3,6-trimethylphenylsulfonylchloride), C(C)(C)N(C(C)C)CC (N,N-diisopropylethylamine). The solvent is CN(C=O)C (N,N-dimethylformamide). Run at time 2 hour. Product: COC1=C(C(=C(C(=C1)C)S(=O)(=O)N[C@@H](C)CC1=CC=CC=C1)C)C ((2S)-2-[[(4-methoxy-2,3,6-trimethylphenyl)sulfonyl]amino]-3-phenylpropane). Yield: 96.4%. As a reaction SMILES: Cl.C(O[C:7](=O)[C@H:8]([CH2:10][C:11]1[CH:16]=[CH:15][CH:14]=[CH:13][CH:12]=1)[NH2:9])(C)(C)C.[CH3:18][O:19][C:20]1[CH:25]=[C:24]([CH3:26])[C:23]([S:27](Cl)(=[O:29])=[O:28])=[C:22]([CH3:31])[C:21]=1[CH3:32].C(N(CC)C(C)C)(C)C>CN(C)C=O>[CH3:18][O:19][C:20]1[CH:25]=[C:24]([CH3:26])[C:23]([S:27]([NH:9][C@H:8]([CH2:10][C:11]2[CH:12]=[CH:13][CH:14]=[CH:15][CH:16]=2)[CH3:7])(=[O:28])=[O:29])=[C:22]([CH3:31])[C:21]=1[CH3:32] |f:0.1|. Reported procedure: To a solution of 0.5 g of L-phenylalanine t-butyl ester hydrochloride in 4 mL of N,N-dimethylformamide were added 0.67 g of 4-methoxy-2,3,6-trimethylphenylsulfonylchloride and 0.96 mL of N,N-diisopropylethylamine. After stirring for 2 hours at room temperature the reaction mixture was concentrated and the residue dissolved in ethyl acetate. The ethyl acetate solution was washed with aqueous potassium hydrogensulfate (5%), water, aqueous sodium hydrogencarbonate (5%) and brine, dried over magnesi... Product: C(C)C1=C(C=CC2=C1N=CO2)NC(C(F)(F)F)=O (4-ethyl-5-trifluoroacetamidobenzoxazole). Procedure: A mixture of 2-amino-3-ethyl-4-trifluoroacetamidophenol (18.15 mmol) and concentrated hydrochloric acid (45 mL) in methanol (5.2 mL) is treated with triethyl orthoformate (27.2 mmol). A simple distillation apparatus is attached and the mixture is heated with an oil bath to 90° C. and methanol is distilled from the reaction. The reaction mixture is cooled to room temperature and distributed between ethyl ether (200 mL) and water (20 mL). The ether layer is washed with a 0.1 M aqueous solution of ... RXN SMILES: [NH2:1][C:2]1[C:7]([CH2:8][CH3:9])=[C:6]([NH:10][C:11](=[O:16])[C:12]([F:15])([F:14])[F:13])[CH:5]=[CH:4][C:3]=1[OH:17].Cl.[CH:19](OCC)(OCC)OCC>CO>[CH2:8]([C:7]1[C:2]2[N:1]=[CH:19][O:17][C:3]=2[CH:4]=[CH:5][C:6]=1[NH:10][C:11](=[O:16])[C:12]([F:13])([F:14])[F:15])[CH3:9]. Run at temperature 90 celsius. The solvent is CO (methanol). The reactants are NC1=C(C=CC(=C1CC)NC(C(F)(F)F)=O)O (2-amino-3-ethyl-4-trifluoroacetamidophenol), Cl (hydrochloric acid), C(OCC)(OCC)OCC (triethyl orthoformate). Starting materials: [B](c1ccc(cc1C=O)OC)(O)O, CC1=CN=C(C=C1)N, [C-]#[N+]C1CCCCC1. Reagents/catalysts: O=C(O)C(F)(F)F (trifluoroacetic acid). The solvent is CC(C)O (isopropyl alcohol), CC(C)O (isopropylalcohol). Reaction conditions: temperature 22 celsius, time 20 hour. Yields the product [B](c1ccc(cc1c1c(NC2CCCCC2)n2cc(C)ccc2n1)OC)(O)O. Yield: 14.2%. Reaction SMILES: CC1=CC=C(N)N=C1.[C-]#[N+]C1CCCCC1.COC1=CC(C=O)=C(C=C1)B(O)O>>COC1=CC(C2=C(NC3CCCCC3)N3C=C(C)C=CC3=N2)=C(C=C1)B(O)O. Starting materials: BrC1=CC(=C(C=C1)O)I (4-bromo-2-iodophenol), C(CCC#C)O (4-pentyn-1-ol). Product: BrC=1C=CC2=C(C=C(O2)CCCO)C1 (3-(5-bromo-1-benzofuran-2-yl)-1-propanol). Reaction SMILES: [Br:1][C:2]1[CH:7]=[CH:6][C:5]([OH:8])=[C:4](I)[CH:3]=1.[CH2:10]([OH:15])[CH2:11][CH2:12][C:13]#[CH:14]>>[Br:1][C:2]1[CH:7]=[CH:6][C:5]2[O:8][C:13]([CH2:12][CH2:11][CH2:10][OH:15])=[CH:14][C:4]=2[CH:3]=1. Procedure details: The product from Example 112A and 4-pentyn-1-ol is processed as described in Example 112B to provide the title compound.